From a dataset of the Open Reaction Database (ORD), a public repository of structured organic reaction records. describe an organic reaction: reactants, conditions, products, and yield Reactants: NC=1C=C(C=CC1Cl)O (3-amino-4-chlorophenol), CC(C)([O-])C.[K+] (potassium t-butoxide), FC=1C=NC=C(C1)F (3,5-difluoropyridine), C([O-])([O-])=O.[K+].[K+] (potassium carbonate). Solvent: CN1CCCC1=O (NMP), [Cl-].[Na+].O (brine). Conditions: time 8 hour. Product: ClC1=C(C=C(C=C1)OC=1C=NC=C(C1)F)N (2-chloro-5-(5-fluoropyridin-3-yloxy)benzenamine). RXN SMILES: [NH2:1][C:2]1[CH:3]=[C:4]([OH:9])[CH:5]=[CH:6][C:7]=1[Cl:8].CC(C)([O-])C.[K+].[F:16][C:17]1[CH:18]=[N:19][CH:20]=[C:21](F)[CH:22]=1.C(=O)([O-])[O-].[K+].[K+]>CN1C(=O)CCC1.[Cl-].[Na+].O>[Cl:8][C:7]1[CH:6]=[CH:5][C:4]([O:9][C:21]2[CH:20]=[N:19][CH:18]=[C:17]([F:16])[CH:22]=2)=[CH:3][C:2]=1[NH2:1] |f:1.2,4.5.6,8.9.10|. Procedure details: In NMP (15 mL) was placed 3-amino-4-chlorophenol (1.70 g, 11.8 mmol) and potassium t-butoxide (1.40 g, 12.4 mmol) and the mixture was stirred overnight at RT. The dark solution was treated with the 3,5-difluoropyridine (2.73 g, 23.7 mmol) and powdered potassium carbonate (818 mg, 5.92 mmol) and the mixture was then warmed to 80° C. and stirred for 24 h. The resulting black mixture was cooled to RT, diluted with brine (100 mL) and extracted with ethyl acetate (3×50 mL). The combined ethyl acetate... Reactants: COC1OC(CO[Si](c2ccccc2)(c2ccccc2)C(C)(C)C)C(OCc2ccccc2)C(OCc2ccccc2)C1O, ClCc1ccc(Cl)cc1, [H-], [Na+]. Product: COC1OC(CO[Si](c2ccccc2)(c2ccccc2)C(C)(C)C)C(OCc2ccccc2)C(OCc2ccccc2)C1OCc1ccc(Cl)cc1. RXN SMILES: [CH2:1]([c:2]1[cH:3][cH:4][cH:5][cH:6][cH:7]1)[O:8][CH:9]1[CH:10]([OH:44])[CH:11]([O:12][CH3:13])[O:14][CH:15]([CH2:25][O:26][Si:27]([c:28]2[cH:29][cH:30][cH:31][cH:32][cH:33]2)([c:34]2[cH:35][cH:36][cH:37][cH:38][cH:39]2)[C:40]([CH3:41])([CH3:42])[CH3:43])[CH:16]1[O:17][CH2:18][c:19]1[cH:20][cH:21][cH:22][cH:23][cH:24]1.[Cl:47][c:48]1[cH:49][cH:50][c:51]([CH2:52][Cl:53])[cH:54][cH:55]1.[H-:46].[Na+:45]>>[CH2:1]([c:2]1[cH:3][cH:4][cH:5][cH:6][cH:7]1)[O:8][CH:9]1[CH:10]([O:44][CH2:52][c:51]2[cH:50][cH:49][c:48]([Cl:47])[cH:55][cH:54]2)[CH:11]([O:12][CH3:13])[O:14][CH:15]([CH2:25][O:26][Si:27]([c:28]2[cH:29][cH:30][cH:31][cH:32][cH:33]2)([c:34]2[cH:35][cH:36][cH:37][cH:38][cH:39]2)[C:40]([CH3:41])([CH3:42])[CH3:43])[CH:16]1[O:17][CH2:18][c:19]1[cH:20][cH:21][cH:22][cH:23][cH:24]1.